Dataset: the Open Reaction Database (ORD), a public repository of structured organic reaction records. Task: describe an organic reaction: reactants, conditions, products, and yield The reactants are N#Cc1cc(CBr)c(CBr)cn1, C1CCOC1, [Li+], O=C1Cc2cccnc2N1, [OH-], O, O. The product is N#Cc1cc2c(cn1)CC1(C2)C(=O)Nc2ncccc21. As a reaction SMILES: [Br:1][CH2:2][c:3]1[cH:4][c:5]([C:11]#[N:12])[n:6][cH:7][c:8]1[CH2:9][Br:10].[CH2:26]1[O:27][CH2:28][CH2:29][CH2:30]1.[Li+:25].[NH:13]1[C:14](=[O:22])[CH2:15][c:16]2[c:17]1[n:18][cH:19][cH:20][cH:21]2.[OH-:24].[OH2:23].[OH2:31]>>[CH2:2]1[c:3]2[cH:4][c:5]([C:11]#[N:12])[n:6][cH:7][c:8]2[CH2:9][C:15]12[C:14](=[O:22])[NH:13][c:17]1[c:16]2[cH:21][cH:20][cH:19][n:18]1.